This data is from the Open Reaction Database (ORD), a public repository of structured organic reaction records. The task is: describe an organic reaction: reactants, conditions, products, and yield The reactants are C(#N)C1=CC(=C(C=C1)O)[N+](=O)[O-] (4-Cyano-2-nitrophenol), C(=O)([O-])[O-].[K+].[K+] (K2CO3), [N+](=O)([O-])C=1C=C(C=CC1)S(=O)(=O)OCC1OC1 (2-{[(3-Nitrophenyl)sulfonyloxy]methyl}oxirane), resultant solution. Solvent: CC#N (MeCN). Reaction conditions: temperature 40 celsius, time 12 hour. Product: [N+](=O)([O-])C=1C=C(C#N)C=CC1OCC1OC1 (3-Nitro-4-(2-oxiranylmethoxy)benzonitrile). Yield: 65.0%. RXN SMILES: [C:1]([C:3]1[CH:8]=[CH:7][C:6]([OH:9])=[C:5]([N+:10]([O-:12])=[O:11])[CH:4]=1)#[N:2].C([O-])([O-])=O.[K+].[K+].[N+](C1C=C(S(O[CH2:32][CH:33]2[CH2:35][O:34]2)(=O)=O)C=CC=1)([O-])=O>CC#N>[N+:10]([C:5]1[CH:4]=[C:3]([CH:8]=[CH:7][C:6]=1[O:9][CH2:32][CH:33]1[CH2:35][O:34]1)[C:1]#[N:2])([O-:12])=[O:11] |f:1.2.3|. Procedure: 4-Cyano-2-nitrophenol (0.80 g; 4.9 mmol) and K2CO3 (0.68 g; 4.9 mmol) were refluxed in MeCN (40 mL) for 1 h. The solvent was removed on a rotary evaporator and the residue dissolved in DMF (10 mL). 2-{[(3-Nitrophenyl)sulfonyloxy]methyl}oxirane (1.2 g, 4.9 mmol; see Example B above) was added to the resultant solution. The solution was stirred at 40° C. for 12 h and filtered. The precipitate was washed with H2O to give the sub-title compound in a 65% yield. Procedure details: To a solution of N-(4-chlorobenzyl)-2-(hydroxymethyl)-7-methyl-4-oxo-4,7-dihydrothieno[2,3-b]pyridine-5-carboxamide (0.300 g) from Example No. 35 in DMF (17 mL) are added DMAP (16 mg), 2,4,6-collidine (0.27 mL), and methanesulfonyl chloride (0.16 mL). The reaction mixture is stirred at room temperature for 1 h and then α-(methylaminomethyl)benzyl alcohol (1.26 g) is added. The mixture is stirred at room temperature for 18 h and is then poured into water (50 mL). The resulting off-white solid is ... Yields the product ClC1=CC=C(CNC(=O)C=2C(C3=C(N(C2)C)SC(=C3)CN(C)CC(C3=CC=CC=C3)O)=O)C=C1 (N-(4-Chlorobenzyl)-2-(((2-hydroxy-2-phenylethyl)(methyl)amino)methyl)-7-methyl-4-oxo-4,7-dihydrothieno[2,3-b]pyridine-5-carboxamide). Yield: 63.6%. Reaction SMILES: [Cl:1][C:2]1[CH:24]=[CH:23][C:5]([CH2:6][NH:7][C:8]([C:10]2[C:11](=[O:22])[C:12]3[CH:19]=[C:18]([CH2:20]O)[S:17][C:13]=3[N:14]([CH3:16])[CH:15]=2)=[O:9])=[CH:4][CH:3]=1.N1C(C)=CC(C)=CC=1C.CS(Cl)(=O)=O.[CH3:39][NH:40][CH2:41][CH:42]([OH:49])[C:43]1[CH:48]=[CH:47][CH:46]=[CH:45][CH:44]=1>CN(C=O)C.CN(C1C=CN=CC=1)C.O>[Cl:1][C:2]1[CH:24]=[CH:23][C:5]([CH2:6][NH:7][C:8]([C:10]2[C:11](=[O:22])[C:12]3[CH:19]=[C:18]([CH2:20][N:40]([CH2:41][CH:42]([OH:49])[C:43]4[CH:48]=[CH:47][CH:46]=[CH:45][CH:44]=4)[CH3:39])[S:17][C:13]=3[N:14]([CH3:16])[CH:15]=2)=[O:9])=[CH:4][CH:3]=1. Conditions: time 1 hour. Reactants: ClC1=CC=C(CNC(=O)C=2C(C3=C(N(C2)C)SC(=C3)CO)=O)C=C1 (N-(4-chlorobenzyl)-2-(hydroxymethyl)-7-methyl-4-oxo-4,7-dihydrothieno[2,3-b]pyridine-5-carboxamide), CNCC(C1=CC=CC=C1)O (α-(methylaminomethyl)benzyl alcohol), N1=C(C=C(C=C1C)C)C (2,4,6-collidine), CS(=O)(=O)Cl (methanesulfonyl chloride). The reagents and catalysts are CN(C)C=1C=CN=CC1 (DMAP). Solvent: O (water), CN(C)C=O (DMF). Starting materials: COC(OC)C(CNC(=O)c1cc2cc(OC(=O)C(C)(C)C)cc([N+](=O)[O-])c2[nH]1)SCc1ccccc1, ClCCl, O=S(=O)(OS(=O)(=O)C(F)(F)F)C(F)(F)F, [Na+], O=C([O-])O, O=P(c1ccccc1)(c1ccccc1)c1ccccc1, CSc1ccccc1. Yields the product COC(OC)C1CN=C(c2cc3cc(OC(=O)C(C)(C)C)cc([N+](=O)[O-])c3[nH]2)S1. RXN SMILES: [C:36]([C:37]([CH3:38])([CH3:39])[CH3:40])(=[O:41])[O:42][c:43]1[cH:44][c:45]2[cH:46][c:47]([C:55]([NH:57][CH2:58][CH:59]([CH:60]([O:61][CH3:62])[O:63][CH3:64])[S:65][CH2:56][c:66]3[cH:67][cH:68][cH:69][cH:70][cH:71]3)=[O:72])[nH:48][c:49]2[c:50]([N+:52](=[O:53])[O-:54])[cH:51]1.[Cl:86][CH2:87][Cl:88].[F:21][C:22]([S:23]([O:24][S:25]([C:26]([F:27])([F:28])[F:29])(=[O:30])=[O:31])(=[O:32])=[O:33])([F:34])[F:35].[Na+:81].[OH:82][C:83](=[O:84])[O-:85].[c:1]1([P:2](=[O:3])([c:4]2[cH:5][cH:6][cH:7][cH:8][cH:9]2)[c:10]2[cH:11][cH:12][cH:13][cH:14][cH:15]2)[cH:16][cH:17][cH:18][cH:19][cH:20]1.[c:73]1([S:74][CH3:75])[cH:76][cH:77][cH:78][cH:79][cH:80]1>>[C:36]([C:37]([CH3:38])([CH3:39])[CH3:40])(=[O:41])[O:42][c:43]1[cH:44][c:45]2[cH:46][c:47]([C:55]3=[N:57][CH2:58][CH:59]([CH:60]([O:61][CH3:62])[O:63][CH3:64])[S:65]3)[nH:48][c:49]2[c:50]([N+:52](=[O:53])[O-:54])[cH:51]1. Reactants: CO, COC(=O)Cc1ccc(O)c([N+](=O)[O-])c1. Product: COC(=O)Cc1ccc(O)c(N)c1. As a reaction SMILES: [CH3:16][OH:17].[OH:1][c:2]1[c:3]([N+:13]([O-:14])=[O:15])[cH:4][c:5]([CH2:8][C:9](=[O:10])[O:11][CH3:12])[cH:6][cH:7]1>>[OH:1][c:2]1[c:3]([NH2:13])[cH:4][c:5]([CH2:8][C:9](=[O:10])[O:11][CH3:12])[cH:6][cH:7]1. Starting materials: BrCCCCl (1-bromo-3-chloropropane), O (water), FC1=CC=C(C=C1)NC1=NC=NC2=CC(=C(C=C12)O)OC (4-((4-fluorophenyl)amino)-7-methoxyquinazolin-6-ol), C(=O)([O-])[O-].[K+].[K+] (K2CO3). Reaction SMILES: [F:1][C:2]1[CH:7]=[CH:6][C:5]([NH:8][C:9]2[C:18]3[C:13](=[CH:14][C:15]([O:20][CH3:21])=[C:16]([OH:19])[CH:17]=3)[N:12]=[CH:11][N:10]=2)=[CH:4][CH:3]=1.C([O-])([O-])=O.[K+].[K+].Br[CH2:29][CH2:30][CH2:31][Cl:32].O>CN(C=O)C>[F:1][C:2]1[CH:3]=[CH:4][C:5]([NH:8][C:9]2[C:18]3[C:13](=[CH:14][C:15]([O:20][CH3:21])=[C:16]([O:19][CH2:29][CH2:30][CH2:31][Cl:32])[CH:17]=3)[N:12]=[CH:11][N:10]=2)=[CH:6][CH:7]=1 |f:1.2.3|. Run at temperature 40 celsius, time 8 hour. Procedure: To a suspension of 4-((4-fluorophenyl)amino)-7-methoxyquinazolin-6-ol (1.83 g), K2CO3 (2.21 g), in DMF (20 mL) was added 1-bromo-3-chloropropane (1.90 mL) at rt, the mixture was stirred at 40° C. overnight. The reaction mixture was poured into water and filtered. The filter residue was purified by a silica gel column chromatography (eluting agent: 3:1 (v/v) PE/EA) to give the title compound as a white solid (2.11 g, 91.02%). Isolated yield 91.0%. Yields the product FC1=CC=C(C=C1)NC1=NC=NC2=CC(=C(C=C12)OCCCCl)OC (N-(4-fluorophenyl)-6-(3-chloropropoxy)-7-methoxyquinazolin-4-amine). The solvent is CN(C)C=O (DMF).